From a dataset of the Open Reaction Database (ORD), a public repository of structured organic reaction records. describe an organic reaction: reactants, conditions, products, and yield Starting materials: C(C(=O)O)(=O)O.C(C1=CC=CC=C1)N1C(C(=C(CC1)CCC)C)CC1=CC=C(C=C1)OC (1-benzyl-2-(p-methoxybenzyl)-3-methyl-4-propyl-1,2,5,6-tetrahydropyridine oxalate). The reagents and catalysts are [Pd] (palladium-on-carbon). Solvent: C(C)O (ethanol). The product is C(C(=O)O)(=O)O.COC1=CC=C(CC2NCCC(=C2C)CCC)C=C1 (2-(p-methoxybenzyl)-3-methyl-4-propyl-1,2,5,6-tetrahydropyridine oxalate). RXN SMILES: [C:1]([OH:6])(=[O:5])[C:2]([OH:4])=[O:3].C([N:14]1[CH2:19][CH2:18][C:17]([CH2:20][CH2:21][CH3:22])=[C:16]([CH3:23])[CH:15]1[CH2:24][C:25]1[CH:30]=[CH:29][C:28]([O:31][CH3:32])=[CH:27][CH:26]=1)C1C=CC=CC=1>[Pd].C(O)C>[C:1]([OH:6])(=[O:5])[C:2]([OH:4])=[O:3].[CH3:32][O:31][C:28]1[CH:27]=[CH:26][C:25]([CH2:24][CH:15]2[C:16]([CH3:23])=[C:17]([CH2:20][CH2:21][CH3:22])[CH2:18][CH2:19][NH:14]2)=[CH:30][CH:29]=1 |f:0.1,4.5|. Procedure details: A mixture of 1-benzyl-2-(p-methoxybenzyl)-3-methyl-4-propyl-1,2,5,6-tetrahydropyridine oxalate (377 g.), palladium-on-carbon (10%, 10.0 g.) and ethanol (to make 4,500 ml.) was hydrogenated for thirty minutes under pressure (about 50 p.s.i.g.), then filtered. The filtrate was concentrated, affording 2-(p-methoxybenzyl)-3-methyl-4-propyl-1,2,5,6-tetrahydropyridine oxalate in two crops (196 g. and 35 g.), which melted at 146°-147° C.